Task: describe an organic reaction: reactants, conditions, products, and yield. Dataset: the Open Reaction Database (ORD), a public repository of structured organic reaction records The reactants are BrC=1C=C(C(=NC1)C(C(=O)OC)(C)C)[N+](=O)[O-] (methyl 2-(5-bromo-3-nitropyridin-2-yl)-2-methylpropanoate), C(C)(=O)O (acetic acid). Reagents/catalysts: [Fe] (iron). Run at temperature 100 celsius. Product: BrC=1C=C2C(=NC1)C(C(N2)=O)(C)C (6-Bromo-3,3-dimethyl-1H-pyrrolo[3,2-b]pyridin-2(3H)-one). RXN SMILES: [Br:1][C:2]1[CH:3]=[C:4]([N+:15]([O-])=O)[C:5]([C:8]([CH3:14])([CH3:13])[C:9](OC)=[O:10])=[N:6][CH:7]=1.C(O)(=O)C>[Fe]>[Br:1][C:2]1[CH:3]=[C:4]2[NH:15][C:9](=[O:10])[C:8]([CH3:14])([CH3:13])[C:5]2=[N:6][CH:7]=1. Procedure details: Prepared according to procedure J using methyl 2-(5-bromo-3-nitropyridin-2-yl)-2-methylpropanoate (0.780 g, 2.57 mmol), acetic acid (14.73 mL, 257 mmol) and iron powder (0.719 g, 12.87 mmol) and heating at 100° C. for 2 h. After purification 6-bromo-3,3-dimethyl-1H-pyrrolo[3,2-b]pyridin-2(3H)-one was obtained as a white solid. Starting materials: N(=[N+]=[N-])[C@H]1[C@@H](C2=CC=CC=C2C1)NC1=NC(=C(N=C1C1CC1)C1=C(C=C(C=C1)Cl)Cl)C1CC1 (N-[(1R,2R)-2-azido-2,3-dihydro-1H-inden-1-yl]-3,6-dicyclopropyl-5-(2,4-dichlorophenyl)pyrazin-2-amine), C1=CC=C(C=C1)P(C2=CC=CC=C2)C3=CC=CC=C3 (PPh3), O (water). Reaction SMILES: [N:1]([C@@H:4]1[CH2:12][C:11]2[C:6](=[CH:7][CH:8]=[CH:9][CH:10]=2)[C@H:5]1[NH:13][C:14]1[C:19]([CH:20]2[CH2:22][CH2:21]2)=[N:18][C:17]([C:23]2[CH:28]=[CH:27][C:26]([Cl:29])=[CH:25][C:24]=2[Cl:30])=[C:16]([CH:31]2[CH2:33][CH2:32]2)[N:15]=1)=[N+]=[N-].C1C=CC(P(C2C=CC=CC=2)C2C=CC=CC=2)=CC=1.O>C1COCC1>[CH:20]1([C:19]2[C:14]([NH:13][C@@H:5]3[C:6]4[C:11](=[CH:10][CH:9]=[CH:8][CH:7]=4)[CH2:12][C@H:4]3[NH2:1])=[N:15][C:16]([CH:31]3[CH2:32][CH2:33]3)=[C:17]([C:23]3[CH:28]=[CH:27][C:26]([Cl:29])=[CH:25][C:24]=3[Cl:30])[N:18]=2)[CH2:21][CH2:22]1. Product: C1(CC1)C=1C(=NC(=C(N1)C1=C(C=C(C=C1)Cl)Cl)C1CC1)N[C@H]1[C@@H](CC2=CC=CC=C12)N ((1R,2R)-N1-[3,6-dicyclopropyl-5-(2,4-dichlorophenyl)pyrazin-2-yl]-2,3-dihydro-1H-indene-1,2-diamine). Yield: 100.2%. Run at time 3 hour. Run in C1CCOC1 (THF). Procedure: To a solution of N-[(1R,2R)-2-azido-2,3-dihydro-1H-inden-1-yl]-3,6-dicyclopropyl-5-(2,4-dichlorophenyl)pyrazin-2-amine (0.55 g, 1.15 mmol) in anhydrous THF (30 mL) was added PPh3 (0.396 g, 1.51 mmol). The resulting mixture was stirred at rt for 3 hr. To the solution was added water (0.25 mL, 13.9 mmol). The reaction is then allowed to stir overnight at rt. The mixture is concentrated, and the resulting solid is dissolved in MeOH. Purify by passage over Biorad acidic resin by applying the MeOH so... Reactants: C(C)(=O)O[C@H]1[C@H](OC=2C=NC=C(C2)Br)SC[C@H]([C@@H]1OC(C)=O)OC(C)=O (5-bromo-3-pyridinyl 2,3,4-tri-O-acetyl-5-thio-β-D-xylopyranoside), FC1=C(C=CC(=C1)F)B(O)O (2,4-difluorophenyl-boronic acid). As a reaction SMILES: [C:1]([O:4][C@@H:5]1[C@@H:18]([O:19][C:20](=[O:22])[CH3:21])[C@H:17]([O:23][C:24](=[O:26])[CH3:25])[CH2:16][S:15][C@H:6]1[O:7][C:8]1[CH:9]=[N:10][CH:11]=[C:12](Br)[CH:13]=1)(=[O:3])[CH3:2].[F:27][C:28]1[CH:33]=[C:32]([F:34])[CH:31]=[CH:30][C:29]=1B(O)O>>[C:1]([O:4][C@@H:5]1[C@@H:18]([O:19][C:20](=[O:22])[CH3:21])[C@H:17]([O:23][C:24](=[O:26])[CH3:25])[CH2:16][S:15][C@H:6]1[O:7][C:8]1[CH:9]=[N:10][CH:11]=[C:12]([C:31]2[CH:30]=[CH:29][C:28]([F:27])=[CH:33][C:32]=2[F:34])[CH:13]=1)(=[O:3])[CH3:2]. Procedure details: By following a procedure analogous to Example 27 starting from 5-bromo-3-pyridinyl 2,3,4-tri-O-acetyl-5-thio-β-D-xylopyranoside and 2,4-difluorophenyl-boronic acid, 5-(2,4-difluorophenyl)-3-pyridinyl 2,3,4-tri-O-acetyl-5-thio-β-D-xylopyranoside is obtained in the form of an off-white foam (yield=87%). Product: C(C)(=O)O[C@H]1[C@H](OC=2C=NC=C(C2)C2=C(C=C(C=C2)F)F)SC[C@H]([C@@H]1OC(C)=O)OC(C)=O (5-(2,4-difluorophenyl)-3-pyridinyl 2,3,4-tri-O-acetyl-5-thio-β-D-xylopyranoside), foam. The yield is 87.0%.